describe an organic reaction: reactants, conditions, products, and yield From a dataset of the Open Reaction Database (ORD), a public repository of structured organic reaction records. Starting materials: N(=O)[O-].[Na+] (sodium nitrite), FC1=CC=C(C=C1)S(=O)(=O)C1=CC=C(C=C1)N (4-[(4-fluorophenyl)sulfonyl]benzeneamine), Cl (hydrochloric acid), C(C)OC(=S)[S-].[K+] (potassium ethylxanthate). The solvent is O (water), C(C)(=O)OCC (ethyl acetate). Run at temperature 45 celsius, time 5 minute. Yields the product FC1=CC=C(C=C1)S(=O)(=O)C1=CC=C(C=C1)S (4-[(4-fluorophenyl)sulfonyl]benzenethiol). Isolated yield 59.9%. As a reaction SMILES: N([O-])=O.[Na+].[F:5][C:6]1[CH:11]=[CH:10][C:9]([S:12]([C:15]2[CH:20]=[CH:19][C:18](N)=[CH:17][CH:16]=2)(=[O:14])=[O:13])=[CH:8][CH:7]=1.Cl.C(OC([S-])=[S:27])C.[K+]>O.C(OCC)(=O)C>[F:5][C:6]1[CH:11]=[CH:10][C:9]([S:12]([C:15]2[CH:20]=[CH:19][C:18]([SH:27])=[CH:17][CH:16]=2)(=[O:14])=[O:13])=[CH:8][CH:7]=1 |f:0.1,4.5|. Reported procedure: A solution of sodium nitrite (302 mg in 1 ml of water) is added to a suspension of 1 g (0.00398 mol) of 4-[(4-fluorophenyl)sulfonyl]benzeneamine in a solution of hydrochloric acid (1.68 ml of concentrated hydrochloric acid in 5 ml of water) at 5° C. After stirring for 5 minutes, this solution is added dropwise to a solution of 2.47 g of potassium ethylxanthate in 5 ml of water at 70° C. The reaction mixture is diluted with ethyl acetate. The organic phase is washed with a 1 N solution of sodium ...